Dataset: the Open Reaction Database (ORD), a public repository of structured organic reaction records. Task: describe an organic reaction: reactants, conditions, products, and yield Starting materials: CC(=O)O[BH-](OC(C)=O)OC(C)=O, CC(=O)O, Clc1nccnc1N1CCNCC1, ClCCCl, [Na+], O=Cc1cnn(CCO)c1. The product is OCCn1cc(CN2CCN(c3nccnc3Cl)CC2)cn1. Reaction SMILES: [C:24]([O:25][BH-:26]([O:27][C:28](=[O:29])[CH3:30])[O:31][C:32](=[O:33])[CH3:34])(=[O:35])[CH3:36].[CH3:38][C:39](=[O:40])[OH:41].[Cl:1][c:2]1[c:3]([N:8]2[CH2:9][CH2:10][NH:11][CH2:12][CH2:13]2)[n:4][cH:5][cH:6][n:7]1.[Cl:42][CH2:43][CH2:44][Cl:45].[Na+:37].[OH:14][CH2:15][CH2:16][n:17]1[n:18][cH:19][c:20]([CH:22]=[O:23])[cH:21]1>>[Cl:1][c:2]1[c:3]([N:8]2[CH2:9][CH2:10][N:11]([CH2:22][c:20]3[cH:19][n:18][n:17]([CH2:16][CH2:15][OH:14])[cH:21]3)[CH2:12][CH2:13]2)[n:4][cH:5][cH:6][n:7]1. Starting materials: NC1=C(C(=NN1)C)C=1SC2=C(N1)C(=CC=C2S(=O)(=O)Cl)F (2-(5-amino-3-methyl-1H-pyrazol-4-yl)-4-fluorobenzothiazole-7-sulfonyl chloride), FC1=CC=CC2=C1N=C(S2)C2=C(NN=C2C)N (4-(4-fluorobenzothiazol-2-yl)-5-methyl-2H-pyrazol-3-ylamine), N (ammonia). The solvent is C(C)O (ethanol). The product is NC1=C(C(=NN1)C)C=1SC2=C(N1)C(=CC(=C2)S(=O)(=O)N)F (2-(5-Amino-3-methyl-1H-pyrazol-4-yl)-4-fluorobenzothiazole-6-sulfonic acid amide). Isolated yield 72.0%. Reaction SMILES: NC1NN=C(C)C=1C1SC2C([S:17](Cl)(=[O:19])=[O:18])=CC=C(F)C=2N=1.[F:22][C:23]1[C:28]2[N:29]=[C:30]([C:32]3[C:36]([CH3:37])=[N:35][NH:34][C:33]=3[NH2:38])[S:31][C:27]=2[CH:26]=[CH:25][CH:24]=1.[NH3:39]>C(O)C>[NH2:38][C:33]1[NH:34][N:35]=[C:36]([CH3:37])[C:32]=1[C:30]1[S:31][C:27]2[CH:26]=[C:25]([S:17]([NH2:39])(=[O:19])=[O:18])[CH:24]=[C:23]([F:22])[C:28]=2[N:29]=1. Procedure details: The title compound (280 mg) was prepared from crude 2-(5-amino-3-methyl-1H-pyrazol-4-yl)-4-fluorobenzothiazole-7-sulfonyl chloride, which had been derived from the chlorosulfonation of 320 mg of 4-(4-fluorobenzothiazol-2-yl)-5-methyl-2H-pyrazol-3-ylamine, and a solution of excess ammonia dissolved in ethanol. MS (m/z, ES+): 328.0 (M+1, 100%). Yield=72%.